Dataset: the Open Reaction Database (ORD), a public repository of structured organic reaction records. Task: describe an organic reaction: reactants, conditions, products, and yield Starting materials: C(C)C1=CC=C(C=C1)C=1C=CC(=NC1C1=CC=C(C=C1)C(F)(F)F)C(=O)OCC (ethyl 5-(4-ethylphenyl)-6-(4-(trifluoromethyl)phenyl)pyridine-2-carboxylate), C(C)C1=CC=C(C=C1)C=1C=CC(=NC1C1=CC=C(C=C1)C(F)(F)F)C(=O)OCC (ethyl 5-(4-ethylphenyl)-6-(4-(trifluoromethyl)phenyl)pyridine-2-carboxylate). Reagents/catalysts: OS(=O)(=O)O (H2SO4). Run in CO (methanol). Product: C(C)C1=CC=C(C=C1)C=1C=CC(=NC1C1=CC=C(C=C1)C(F)(F)F)C(=O)OC (Methyl 5-(4-Ethylphenyl)-6-(4-(trifluoromethyl)phenyl)pyridine-2-carboxylate). As a reaction SMILES: [CH2:1]([C:3]1[CH:8]=[CH:7][C:6]([C:9]2[CH:10]=[CH:11][C:12]([C:25]([O:27][CH2:28]C)=[O:26])=[N:13][C:14]=2[C:15]2[CH:20]=[CH:19][C:18]([C:21]([F:24])([F:23])[F:22])=[CH:17][CH:16]=2)=[CH:5][CH:4]=1)[CH3:2]>OS(O)(=O)=O.CO>[CH2:1]([C:3]1[CH:4]=[CH:5][C:6]([C:9]2[CH:10]=[CH:11][C:12]([C:25]([O:27][CH3:28])=[O:26])=[N:13][C:14]=2[C:15]2[CH:20]=[CH:19][C:18]([C:21]([F:22])([F:23])[F:24])=[CH:17][CH:16]=2)=[CH:7][CH:8]=1)[CH3:2]. Procedure: Following General Procedure E, ethyl 5-(4-ethylphenyl)-6-(4-(trifluoromethyl)phenyl)pyridine-2-carboxylate (Compound 48, 60 mg, 0.15 mmol) and conc. H2SO4 (10 drops) in methanol were reacted to produce the title compound as a light yellow solid. Reported procedure: The title compound was prepared according to the procedure described in Example 111 by LAH reduction of ethyl 3-(4-((3-(4-chlorophenyl)-5-(trifluoromethyl)isothiazol-4-yl)methoxy)-3,5-difluoro-2-methylphenyl)propanoate to afford the desired product as an off-white solid. 1H NMR (400 MHz, CDCl3) δ 7.78 (d, J=7.0 Hz, 2H), 7.42 (d, J=7.5 Hz, 2H), 6.68 (d, J=8.0 Hz, 1H), 5.02 (s, 2H), 3.62 (m, 2H), 2.62 (m, 2H), 2.12 (s, 3H), 1.75 (m, 2H), 1.55 (br, s, 1H). Product: ClC1=CC=C(C=C1)C1=NSC(=C1COC1=C(C(=C(C=C1F)CCCO)C)F)C(F)(F)F (3-(4-((3-(4-chlorophenyl)-5-(trifluoromethyl)isothiazol-4-yl)methoxy)-3,5-difluoro-2-methylphenyl)propan-1-ol). As a reaction SMILES: [H-].[H-].[H-].[H-].[Li+].[Al+3].[Cl:7][C:8]1[CH:13]=[CH:12][C:11]([C:14]2[C:18]([CH2:19][O:20][C:21]3[C:26]([F:27])=[CH:25][C:24]([CH2:28][CH2:29][C:30](OCC)=[O:31])=[C:23]([CH3:35])[C:22]=3[F:36])=[C:17]([C:37]([F:40])([F:39])[F:38])[S:16][N:15]=2)=[CH:10][CH:9]=1>>[Cl:7][C:8]1[CH:13]=[CH:12][C:11]([C:14]2[C:18]([CH2:19][O:20][C:21]3[C:26]([F:27])=[CH:25][C:24]([CH2:28][CH2:29][CH2:30][OH:31])=[C:23]([CH3:35])[C:22]=3[F:36])=[C:17]([C:37]([F:39])([F:40])[F:38])[S:16][N:15]=2)=[CH:10][CH:9]=1 |f:0.1.2.3.4.5|. The reactants are [H-].[H-].[H-].[H-].[Li+].[Al+3] (LAH), ClC1=CC=C(C=C1)C1=NSC(=C1COC1=C(C(=C(C=C1F)CCC(=O)OCC)C)F)C(F)(F)F (ethyl 3-(4-((3-(4-chlorophenyl)-5-(trifluoromethyl)isothiazol-4-yl)methoxy)-3,5-difluoro-2-methylphenyl)propanoate). Reactants: FC(C(=O)O)(F)F (Trifluoroacetic acid), OC1(C=2C=CC(=NC2CCC1)OCC1=CC=CC=C1)CC1=CC=CC=C1 (5,6,7,8-tetrahydro-5-hydroxy-2-(phenylmethoxy)-5-(phenylmethyl)quinoline), C1(=CC=CC=C1)CON (phenylmethoxyamine). The solvent is C1(=CC=CC=C1)C (toluene). Run at time 19 hour. The product is C1(=CC=CC=C1)CONC1(C=2C=CC(=NC2CCC1)OCC1=CC=CC=C1)CC1=CC=CC=C1 (5,6,7,8-tetrahydro-N,2-bis(phenylmethoxy)-5-(phenylmethyl)-5-quinolinamine). Yield: 61.3%. As a reaction SMILES: FC(F)(F)C(O)=O.O[C:9]1([CH2:27][C:28]2[CH:33]=[CH:32][CH:31]=[CH:30][CH:29]=2)[CH2:18][CH2:17][CH2:16][C:15]2[N:14]=[C:13]([O:19][CH2:20][C:21]3[CH:26]=[CH:25][CH:24]=[CH:23][CH:22]=3)[CH:12]=[CH:11][C:10]1=2.[C:34]1([CH2:40][O:41][NH2:42])[CH:39]=[CH:38][CH:37]=[CH:36][CH:35]=1>C1(C)C=CC=CC=1>[C:34]1([CH2:40][O:41][NH:42][C:9]2([CH2:27][C:28]3[CH:33]=[CH:32][CH:31]=[CH:30][CH:29]=3)[CH2:18][CH2:17][CH2:16][C:15]3[N:14]=[C:13]([O:19][CH2:20][C:21]4[CH:26]=[CH:25][CH:24]=[CH:23][CH:22]=4)[CH:12]=[CH:11][C:10]2=3)[CH:39]=[CH:38][CH:37]=[CH:36][CH:35]=1. Procedure: Trifluoroacetic acid (16.6 g) was added in one portion to a solution of 5,6,7,8-tetrahydro-5-hydroxy-2-(phenylmethoxy)-5-(phenylmethyl)quinoline (50 g), phenylmethoxyamine (44.8 g), and toluene (600 ml) at room temperature. The solution was stirred at room temperature for 19 hrs, and the reaction mixture was quenched with conc ammonium hydroxide solution. The layers were separated and the aqueous phase was extracted with ethyl acetate. The combined organic layers were washed with brine, dried ov... Starting materials: ClC(C(C)=O)CC (3-chloro-2-pentanone), ClC1=CC=C(C=C1)O (4-chlorophenol), C([O-])(O)=O.[K+] (potassium bicarbonate), [I-].[K+] (potassium iodide). The solvent is CC(=O)C (acetone), CC(=O)C (acetone). Product: ClC1=CC=C(OC(C(C)=O)CC)C=C1 (3-(4-chlorophenoxy)-2-pentanone). Yield: 62.1%. Reaction SMILES: Cl[CH:2]([CH2:6][CH3:7])[C:3](=[O:5])[CH3:4].[Cl:8][C:9]1[CH:14]=[CH:13][C:12]([OH:15])=[CH:11][CH:10]=1.C(=O)(O)[O-].[K+].[I-].[K+]>CC(C)=O>[Cl:8][C:9]1[CH:14]=[CH:13][C:12]([O:15][CH:2]([CH2:6][CH3:7])[C:3](=[O:5])[CH3:4])=[CH:11][CH:10]=1 |f:2.3,4.5|. Reported procedure: A solution of 3-chloro-2-pentanone (10 g) in acetone (50 ml) was added dropwise to a stirred mixture of 4-chlorophenol (11 g), potassium bicarbonate (20 g) and potassium iodide (1 g) in acetone (100 ml). After the addition was completed the mixture was heated under reflux for 6 hours. The mixture was then filtered, washed with acetone and the acetone was evaporated under reduced pressure. The residue was dissolved in ether (150 ml), and the ethereal mixture was washed with 300 ml of a 10% aqueou... Starting materials: NC1=CC=C(C(=O)OCC)C=C1 (ethyl p-aminobenzoate), CS(=O)(=O)OCC(C)OC1=CC=CC=C1 (2-phenoxy-1-propanol O-methanesulfonate), CN(P(=O)(N(C)C)N(C)C)C (hexamethylphosphoramide), O (water). Run in C(C)O (Ethanol). Conditions: temperature 125 celsius. The product is O(C1=CC=CC=C1)C(CNC1=CC=C(C(=O)O)C=C1)C (p-[(2-Phenoxypropyl)amino]benzoic acid). RXN SMILES: [NH2:1][C:2]1[CH:12]=[CH:11][C:5]([C:6]([O:8]CC)=[O:7])=[CH:4][CH:3]=1.CS(O[CH2:18][CH:19]([O:21][C:22]1[CH:27]=[CH:26][CH:25]=[CH:24][CH:23]=1)[CH3:20])(=O)=O.CN(C)P(N(C)C)(N(C)C)=O.O>C(O)C>[O:21]([CH:19]([CH3:20])[CH2:18][NH:1][C:2]1[CH:3]=[CH:4][C:5]([C:6]([OH:8])=[O:7])=[CH:11][CH:12]=1)[C:22]1[CH:27]=[CH:26][CH:25]=[CH:24][CH:23]=1. Procedure details: A mixture of 33 g of ethyl p-aminobenzoate, 0.10 mole of 2-phenoxy-1-propanol O-methanesulfonate and 80 ml of hexamethylphosphoramide is heated at 125° C. for 18 hours. The mixture is chilled, poured into water and extracted with ether. The ether extract is washed with water, dried over magnesium sulfate and concentrated under vacuum to an oil. The oil is combined with 250 ml of ethanol-water (9:1) and 20 g of potassium hydroxide and the mixture refluxed for 3.5 hours. The mixture is acidified w... Reactants: C1CCNCC1, CCO, COc1ccc(Nc2nc(Cl)ncc2I)cn1, O. The product is COc1ccc(Nc2nc(N3CCCCC3)ncc2I)cn1. Reaction SMILES: [CH2:18]1[CH2:19][CH2:20][NH:21][CH2:22][CH2:23]1.[CH3:24][CH2:25][OH:26].[Cl:1][c:2]1[n:3][cH:4][c:5]([I:17])[c:6]([NH:8][c:9]2[cH:10][n:11][c:12]([O:15][CH3:16])[cH:13][cH:14]2)[n:7]1.[OH2:27]>>[c:2]1([N:21]2[CH2:20][CH2:19][CH2:18][CH2:23][CH2:22]2)[n:3][cH:4][c:5]([I:17])[c:6]([NH:8][c:9]2[cH:10][n:11][c:12]([O:15][CH3:16])[cH:13][cH:14]2)[n:7]1. The reactants are CNC1(C=2C=CC(=NC2CCC1)OCC1=CC=CC=C1)C (5,6,7,8-Tetrahydro-N,5-dimethyl-2-(phenylmethoxy)-5-quinolinamine), [H][H] (hydrogen), Cl (hydrochloric acid), [H][H] (hydrogen). The reagents and catalysts are [Pd] (Palladium-on-carbon). The solvent is C(C)O (ethanol), CC(C)O (2-propanol). Yields the product Cl.CC1(C=2C=CC(NC2CCC1)=O)NC (5,6,7,8-Tetrahydro-5-methyl-5-(methylamino)-2(1H)-quinolinone hydrochloride). Isolated yield 25.0%. RXN SMILES: [CH3:1][NH:2][C:3]1([CH3:21])[CH2:12][CH2:11][CH2:10][C:9]2[N:8]=[C:7]([O:13]CC3C=CC=CC=3)[CH:6]=[CH:5][C:4]1=2.[ClH:22].[H][H]>C(O)C.CC(O)C.[Pd]>[ClH:22].[CH3:21][C:3]1([NH:2][CH3:1])[CH2:12][CH2:11][CH2:10][C:9]2[NH:8][C:7](=[O:13])[CH:6]=[CH:5][C:4]1=2 |f:6.7|. Procedure details: 5,6,7,8-Tetrahydro-N,5-dimethyl-2-(phenylmethoxy)-5-quinolinamine (6.3 g) in ethanol (500 ml) was acidified to ca pH2 with a solution of hydrochloric acid in 2-propanol. 10% Palladium-on-carbon (315 mg) was added and the mixture was shaken on Parr hydrogenation apparatus, starting at 55 psi of hydrogen, until hydrogen uptake ceased. The catalyst was collected and the filtrate was neutralized with 4-polyvinylpyridine. The solution was concentrated in vacuo to a volume of about 75 ml and diethyl e... Reactants: O=C([O-])[O-], CN(C)C=O, CCOC(=O)NCCCl, Oc1ccc(Oc2cc(F)cc(F)c2)cc1, [K+], [K+]. Yields the product CCOC(=O)NCCOc1ccc(Oc2cc(F)cc(F)c2)cc1. Reaction SMILES: [C:26](=[O:27])([O-:28])[O-:29].[CH3:32][N:33]([CH3:34])[CH:35]=[O:36].[Cl:17][CH2:18][CH2:19][NH:20][C:21]([O:22][CH2:23][CH3:24])=[O:25].[F:1][c:2]1[cH:3][c:4]([O:5][c:6]2[cH:7][cH:8][c:9]([OH:12])[cH:10][cH:11]2)[cH:13][c:14]([F:16])[cH:15]1.[K+:30].[K+:31]>>[F:1][c:2]1[cH:3][c:4]([O:5][c:6]2[cH:7][cH:8][c:9]([O:12][CH2:18][CH2:19][NH:20][C:21]([O:22][CH2:23][CH3:24])=[O:25])[cH:10][cH:11]2)[cH:13][c:14]([F:16])[cH:15]1. The reactants are [N+](=O)([O-])C1=C2C=CC(=NC2=CC=C1)Cl (5-nitro-2-chloroquinoline), N[C@@H]1CCC2=CC=CC=C12 ((R)-1-aminoindane), FC1=CC=C(C(=O)Cl)C=C1 (4-fluorobenzoyl chloride). The product is FC1=CC=C(C(=O)NC2=C3C=CC(=NC3=CC=C2)N[C@@H]2CCC3=CC=CC=C23)C=C1 (4-Fluoro-N-[2-((R)-indan-1-ylamino)-quinolin-5-yl]-benzamide). RXN SMILES: [N+:1]([C:4]1[CH:13]=[CH:12][CH:11]=[C:10]2[C:5]=1[CH:6]=[CH:7][C:8](Cl)=[N:9]2)([O-])=O.[NH2:15][C@H:16]1[C:24]2[C:19](=[CH:20][CH:21]=[CH:22][CH:23]=2)[CH2:18][CH2:17]1.[F:25][C:26]1[CH:34]=[CH:33][C:29]([C:30](Cl)=[O:31])=[CH:28][CH:27]=1>>[F:25][C:26]1[CH:34]=[CH:33][C:29]([C:30]([NH:1][C:4]2[CH:13]=[CH:12][CH:11]=[C:10]3[C:5]=2[CH:6]=[CH:7][C:8]([NH:15][C@H:16]2[C:24]4[C:19](=[CH:20][CH:21]=[CH:22][CH:23]=4)[CH2:18][CH2:17]2)=[N:9]3)=[O:31])=[CH:28][CH:27]=1. Procedure details: The title compound, MS: m/e=398.1 (M+H+), was prepared in accordance with the general method of example 45 from 5-nitro-2-chloroquinoline, (R)-1-aminoindane and 4-fluorobenzoyl chloride. Starting materials: NC=1N=C(C(=NC1)C#N)Cl (5-Amino-3-chloropyrazine-2-carbonitrile), C[O-].[Na+].CO (NaOMe MeOH). Run in CO (MeOH), O (water). Run at temperature 80 celsius. The product is NC=1N=C(C(=NC1)C#N)OC (5-Amino-3-methoxypyrazine-2-carbonitrile). Isolated yield 58.0%. Reaction SMILES: [NH2:1][C:2]1[N:3]=[C:4](Cl)[C:5]([C:8]#[N:9])=[N:6][CH:7]=1.[CH3:11][O-:12].[Na+].CO>CO.O>[NH2:1][C:2]1[N:3]=[C:4]([O:12][CH3:11])[C:5]([C:8]#[N:9])=[N:6][CH:7]=1 |f:1.2.3|. Procedure details: 5-Amino-3-chloropyrazine-2-carbonitrile (52 mg, 0.34 mmol) was suspended in NaOMe/MeOH (2M, 2 mL). The reaction mixture was heated at 80° C. for 30 min using microwave irradiation. After cooling, the mixture was diluted with MeOH (3 mL) and water (2 mL). The solvents were concentrated and the resulting precipitate was filtered off, washed with water (3 mL) and dried in vacuo to give the title compound as a yellow solid (33 mg, 58%).